This data is from the Open Reaction Database (ORD), a public repository of structured organic reaction records. The task is: describe an organic reaction: reactants, conditions, products, and yield Reactants: CC(C)(C)[O-].[Na+] (NaOtBu), CC=1N=C(N2N=C(N=CC21)N)C2=CC(=CC=C2)C(F)(F)F (5-methyl-7-[3-(trifluoromethyl)phenyl]imidazo[5,1-f][1,2,4]triazin-2-amine), C(C)(C)(C)P(C1=C(C=CC=C1)C1=CC=CC=C1)C(C)(C)C (2-(Di-t-butylphosphino)biphenyl), CC=1N=C(N2N=C(N=CC21)N)C2=CC(=CC=C2)C(F)(F)F (5-methyl-7-[3-(trifluoromethyl)phenyl]imidazo[5,1-f][1,2,4]triazin-2-amine), BrC1=CC=C(C=C1)S(=O)(=O)N (4-bromobenzenesulfonamide). Reagents/catalysts: C=1C=CC(=CC1)/C=C/C(=O)/C=C/C2=CC=CC=C2.C=1C=CC(=CC1)/C=C/C(=O)/C=C/C2=CC=CC=C2.C=1C=CC(=CC1)/C=C/C(=O)/C=C/C2=CC=CC=C2.[Pd].[Pd] (Pd2(dba)3). Solvent: O1CCOCC1 (1,4-dioxane). The product is CC=1N=C(N2N=C(N=CC21)NC2=CC=C(C=C2)S(=O)(=O)N)C2=CC(=CC=C2)C(F)(F)F (4-({5-methyl-7-[3-(trifluoromethyl)phenyl]imidazo[5,1-f][1,2,4]triazin-2-yl}amino)benzenesulfonamide). The yield is 19.8%. As a reaction SMILES: [CH3:1][C:2]1[N:3]=[C:4]([C:12]2[CH:17]=[CH:16][CH:15]=[C:14]([C:18]([F:21])([F:20])[F:19])[CH:13]=2)[N:5]2[C:10]=1[CH:9]=[N:8][C:7]([NH2:11])=[N:6]2.Br[C:23]1[CH:28]=[CH:27][C:26]([S:29]([NH2:32])(=[O:31])=[O:30])=[CH:25][CH:24]=1.C(P(C(C)(C)C)C1C=CC=CC=1C1C=CC=CC=1)(C)(C)C.CC([O-])(C)C.[Na+]>O1CCOCC1.C1C=CC(/C=C/C(/C=C/C2C=CC=CC=2)=O)=CC=1.C1C=CC(/C=C/C(/C=C/C2C=CC=CC=2)=O)=CC=1.C1C=CC(/C=C/C(/C=C/C2C=CC=CC=2)=O)=CC=1.[Pd].[Pd]>[CH3:1][C:2]1[N:3]=[C:4]([C:12]2[CH:17]=[CH:16][CH:15]=[C:14]([C:18]([F:21])([F:19])[F:20])[CH:13]=2)[N:5]2[C:10]=1[CH:9]=[N:8][C:7]([NH:11][C:23]1[CH:28]=[CH:27][C:26]([S:29]([NH2:32])(=[O:31])=[O:30])=[CH:25][CH:24]=1)=[N:6]2 |f:3.4,6.7.8.9.10|. Reported procedure: In a similar manner as described for Example 41, 5-methyl-7-[3-(trifluoromethyl)phenyl]imidazo[5,1-f][1,2,4]triazin-2-amine (Intermediate 45) (0.025 g, 0.09 mmol), 4-bromobenzenesulfonamide (0.020 g, 0.09 mmol), Pd2(dba)3 (0.008 g, 0.01 mmol), 2-(Di-t-butylphosphino)biphenyl (0.008 g, 0.03 mmol), and NaOtBu (0.011 g, 0.11 mmol) in 1,4-dioxane (1 mL) gave 4-({5-methyl-7-[3-(trifluoromethyl)phenyl]imidazo[5,1-f][1,2,4]triazin-2-yl}amino)benzenesulfonamide (0.008 g) as a yellow solid. 1H NMR (Aceto... Reactants: CCc1ccc(C(O)c2cn3c(cc(OC)c4ccccc43)n2)cc1, ClC(Cl)Cl. Product: CCc1ccc(C(=O)c2cn3c(cc(OC)c4ccccc43)n2)cc1. Reaction SMILES: [CH2:1]([CH3:2])[c:3]1[cH:4][cH:5][c:6]([CH:9]([OH:10])[c:11]2[n:12][c:13]3[n:14]([c:15]4[cH:16][cH:17][cH:18][cH:19][c:20]4[c:21]([O:23][CH3:24])[cH:22]3)[cH:25]2)[cH:7][cH:8]1.[CH:26]([Cl:27])([Cl:28])[Cl:29]>>[CH2:1]([CH3:2])[c:3]1[cH:4][cH:5][c:6]([C:9](=[O:10])[c:11]2[n:12][c:13]3[n:14]([c:15]4[cH:16][cH:17][cH:18][cH:19][c:20]4[c:21]([O:23][CH3:24])[cH:22]3)[cH:25]2)[cH:7][cH:8]1. The reactants are C(C)(C)(C)OOC(C)(CC)OOC(C)(C)C (2,2-di(t-butylperoxy) butane), C(C)(C)(C1=CC=CC=C1)OO (cumyl hydroperoxide). Product: C(C)(C)(C)OOC(C)(C)OOC(C)(C)C (2,2-di(t-butylperoxy) propane). RXN SMILES: [C:1]([O:5][O:6][C:7]([O:11][O:12][C:13]([CH3:16])([CH3:15])[CH3:14])([CH2:9]C)[CH3:8])([CH3:4])([CH3:3])[CH3:2].C(OO)(C1C=CC=CC=1)(C)C>>[C:13]([O:12][O:11][C:7]([O:6][O:5][C:1]([CH3:4])([CH3:3])[CH3:2])([CH3:9])[CH3:8])([CH3:16])([CH3:15])[CH3:14]. Reported procedure: 2,2-di(t-butylperoxy) butane or cumyl hydroperoxide.